From a dataset of the Open Reaction Database (ORD), a public repository of structured organic reaction records. describe an organic reaction: reactants, conditions, products, and yield The reactants are C(CC#C)N1N=CC(=C1C)C1=CC=CC=C1 (1-but-3-ynyl-5-methyl-4-phenyl-1H-pyrazole), C(CC#C)N1N=C(C(=C1)C1=CC=CC=C1)C (1-but-3-ynyl-3-methyl-4-phenyl-1H-pyrazole), CC1=C(C=NN1CCC#CC1=NC=CC=C1)C1=CC=CC=C1 (2-(4-(5-methyl-4-phenyl-1H-pyrazol-1-yl)but-1-ynyl)pyridine). Yields the product title compounds, CC1=NN(C=C1C1=CC=CC=C1)CCC#CC1=NC=CC=C1 (2-(4-(3-methyl-4-phenyl-1H-pyrazol-1-yl)but-1-ynyl)pyridine). Isolated yield 10.0%. RXN SMILES: C([N:5]1[C:9](C)=[C:8]([C:11]2[CH:16]=[CH:15]C=CC=2)C=N1)CC#C.[CH2:17]([N:21]1[CH:25]=[C:24]([C:26]2[CH:31]=[CH:30][CH:29]=[CH:28][CH:27]=2)[C:23]([CH3:32])=[N:22]1)[CH2:18][C:19]#[CH:20].CC1N(CCC#CC2C=CC=CN=2)N=CC=1C1C=CC=CC=1>>[CH3:32][C:23]1[C:24]([C:26]2[CH:31]=[CH:30][CH:29]=[CH:28][CH:27]=2)=[CH:25][N:21]([CH2:17][CH2:18][C:19]#[C:20][C:9]2[CH:8]=[CH:11][CH:16]=[CH:15][N:5]=2)[N:22]=1. Procedure: The title compounds were prepared in accordance with the general method of Example 1, from 255 mg (1.21 mmol) of 1-but-3-ynyl-5-methyl-4-phenyl-1H-pyrazole and 1-but-3-ynyl-3-methyl-4-phenyl-1H-pyrazole. The crude residue was purified by flash chromatography (DCM/MeOH 99:1 to 98:2) to yield 33 mg (0.11 mol, 10%) of 2-(4-(3-methyl-4-phenyl-1H-pyrazol-1-yl)but-1-ynyl)pyridine and 2-(4-(5-methyl-4-phenyl-1H-pyrazol-1-yl)but-1-ynyl)pyridine as a orange oil. Starting materials: C(C)(=O)N1CCC(=CC1C1=CC(=CC=C1)OC)C1=C(C=CC(=C1)F)F (1-Acetyl-4-(2,5-difluorophenyl)-6-(3-methoxyphenyl)-1,2,3,6-tetrahydropyridine), B(Br)(Br)Br (BBr3). Solvent: C(Cl)Cl (CH2Cl2). Conditions: temperature 25 celsius, time 6 hour. Product: C(C)(=O)N1C(C=C(CC1)C1=C(C=CC(=C1)F)F)C=1C=C(C=CC1)O (3-[1-Acetyl-4(2,5-difluorophenyl)-1,2,5,6-tetrahydropyridin-2-yl]phenol). As a reaction SMILES: [C:1]([N:4]1[CH:9]([C:10]2[CH:15]=[CH:14][CH:13]=[C:12]([O:16]C)[CH:11]=2)[CH:8]=[C:7]([C:18]2[CH:23]=[C:22]([F:24])[CH:21]=[CH:20][C:19]=2[F:25])[CH2:6][CH2:5]1)(=[O:3])[CH3:2].B(Br)(Br)Br>C(Cl)Cl>[C:1]([N:4]1[CH2:5][CH2:6][C:7]([C:18]2[CH:23]=[C:22]([F:24])[CH:21]=[CH:20][C:19]=2[F:25])=[CH:8][CH:9]1[C:10]1[CH:11]=[C:12]([OH:16])[CH:13]=[CH:14][CH:15]=1)(=[O:3])[CH3:2]. Procedure: 1-Acetyl-4-(2,5-difluorophenyl)-6-(3-methoxyphenyl)-1,2,3,6-tetrahydropyridine (1-6,20 mg, 0.06 mmol) was dissolved in CH2Cl2 (1 mL) and treated with BBr3 (0.58 mL, 1M in CH2Cl2, 0.6 mmol). The reaction was stirred 6 h at 25° C. until completion. The reaction solution was washed with 5% NH4Cl (aq.), dried with MgSO4 and filtered. Following concentration under reduced pressure, the crude was purified via reverse phase column chromatography (CH3CN/H2O/0.1% TFA gradient) to provide 3-[1-Acetyl-4-(2... Starting materials: C(C1=CC=CC=C1)N1CCC2=CC(=CC=C12)C(=O)OC (Methyl 1-benzyl-2,3-dihydro-1H-indole-5-carboxylate), O[Li].O (LiOH.H2O). The solvent is C1CCOC1.O (THF H2O). The product is C(C1=CC=CC=C1)N1CCC2=CC(=CC=C12)C(=O)O (1-Benzyl-2,3-dihydro-1H-indole-5-carboxylic acid). Yield: 79.0%. RXN SMILES: [CH2:1]([N:8]1[C:16]2[C:11](=[CH:12][C:13]([C:17]([O:19]C)=[O:18])=[CH:14][CH:15]=2)[CH2:10][CH2:9]1)[C:2]1[CH:7]=[CH:6][CH:5]=[CH:4][CH:3]=1.O[Li].O>C1COCC1.O>[CH2:1]([N:8]1[C:16]2[C:11](=[CH:12][C:13]([C:17]([OH:19])=[O:18])=[CH:14][CH:15]=2)[CH2:10][CH2:9]1)[C:2]1[CH:7]=[CH:6][CH:5]=[CH:4][CH:3]=1 |f:1.2,3.4|. Procedure details: A solution of compound 55e (80.2 mg, 0.3 mmol), and LiOH.H2O (50.4 mg, 1.2 mmol) in THF/H2O (1.2/1.2 mL) was stirred at room temperature overnight. The resulting mixture was concentrated and diluted with water. The water layer was acidified with 1N aqueous HCl to pH˜4 and extracted with CH2Cl2. The organic solution was dried over Na2SO4 and concentrated to give 55f (60 mg), which was used in the next reaction without further purification. MS m/z (M+H+) 254.1. The reactants are 1E, BrC1=C2C(C(N(C2=CC=C1)CCCCC)=O)C1=CC2=C(OCO2)C=C1O (4-bromo-3-(6-hydroxy-1,3-benzodioxol-5-yl)-1-pentyl-1,3-dihydro-2H-indol-2-one), ClC1=CC(=C(C=C1Cl)C1C(N(C2=CC=CC=C12)CCCCC)=O)O (3-(4,5-dichloro-2-hydroxyphenyl)-1-pentyl-1,3-dihydro-2H-indol-2-one). Yields the product ClC1=CC(=C(C=C1Cl)C1(C(N(C2=CC=CC=C12)CCCCC)=O)CO)O (3-(4,5-dichloro-2-hydroxyphenyl)-3-(hydroxymethyl)-1-pentyl-1,3-dihydro-2H-indol-2-one). As a reaction SMILES: BrC1C=CC=C2C=1C(C1C(O)=CC3OCOC=3C=1)[C:5](=[O:16])N2CCCCC.[Cl:27][C:28]1[C:33]([Cl:34])=[CH:32][C:31]([CH:35]2[C:43]3[C:38](=[CH:39][CH:40]=[CH:41][CH:42]=3)[N:37]([CH2:44][CH2:45][CH2:46][CH2:47][CH3:48])[C:36]2=[O:49])=[C:30]([OH:50])[CH:29]=1>>[Cl:27][C:28]1[C:33]([Cl:34])=[CH:32][C:31]([C:35]2([CH2:5][OH:16])[C:43]3[C:38](=[CH:39][CH:40]=[CH:41][CH:42]=3)[N:37]([CH2:44][CH2:45][CH2:46][CH2:47][CH3:48])[C:36]2=[O:49])=[C:30]([OH:50])[CH:29]=1. Reported procedure: Following the procedure as described in PREPARATION 1E, and making non-critical variations to replace 4-bromo-3-(6-hydroxy-1,3-benzodioxol-5-yl)-1-pentyl-1,3-dihydro-2H-indol-2-one with 3-(4,5-dichloro-2-hydroxyphenyl)-1-pentyl-1,3-dihydro-2H-indol-2-one, the title compound was obtained: MS (ES+) m/z 376 (M−17), 416 (M+23). Reactants: CCO, CC1(c2csc(Cn3cc([N+](=O)[O-])cn3)n2)OCCO1, [Cl-], [Fe], N#N, [NH4+], O. Product: CC1(c2csc(Cn3cc(N)cn3)n2)OCCO1. As a reaction SMILES: [CH3:25][CH2:26][OH:27].[CH3:3][C:4]1([c:9]2[n:10][c:11]([CH2:14][n:15]3[n:16][cH:17][c:18]([N+:20]([O-:21])=[O:22])[cH:19]3)[s:12][cH:13]2)[O:5][CH2:6][CH2:7][O:8]1.[Cl-:23].[Fe:29].[N:1]#[N:2].[NH4+:24].[OH2:28]>>[CH3:3][C:4]1([c:9]2[n:10][c:11]([CH2:14][n:15]3[n:16][cH:17][c:18]([NH2:20])[cH:19]3)[s:12][cH:13]2)[O:5][CH2:6][CH2:7][O:8]1. Starting materials: C(C)(C)(C)OC(NC=1SC(=CN1)C(CN)O)=O ([5-(2-amino-1-hydroxy-ethyl)-thiazol-2-yl]-carbamic acid tert-butyl ester), ClC=1C2=C(N=CN1)C=CS2 (4-chloro-thieno[3,2-d]pyrimidine), CCN(C(C)C)C(C)C (DIEA). Run in CC(=O)N(C)C (DMA). Product: C(C)(C)(C)OC(NC=1SC(=CN1)C(CNC=1C2=C(N=CN1)C=CS2)O)=O ({5-[1-hydroxy-2-(thieno[3,2-d]pyrimidin-4-ylamino)-ethyl]-thiazol-2-yl}-carbamic acid tert-butyl ester). Reaction SMILES: [C:1]([O:5][C:6](=[O:17])[NH:7][C:8]1[S:9][C:10]([CH:13]([OH:16])[CH2:14][NH2:15])=[CH:11][N:12]=1)([CH3:4])([CH3:3])[CH3:2].Cl[C:19]1[C:20]2[S:27][CH:26]=[CH:25][C:21]=2[N:22]=[CH:23][N:24]=1.CCN(C(C)C)C(C)C>CC(N(C)C)=O>[C:1]([O:5][C:6](=[O:17])[NH:7][C:8]1[S:9][C:10]([CH:13]([OH:16])[CH2:14][NH:15][C:19]2[C:20]3[S:27][CH:26]=[CH:25][C:21]=3[N:22]=[CH:23][N:24]=2)=[CH:11][N:12]=1)([CH3:4])([CH3:2])[CH3:3]. Procedure: Compound 62.4 (0.16 mmol), 4-chloro-thieno[3,2-d]pyrimidine (0.16 mmol.) and DIEA (0.28 mmol) is heated in DMA at 90° C. for 5 hours. The reaction mixture is cooled, concentrated and purified by preparative TLC (10% MeOH in EtOAc) to afford {5-[1-hydroxy-2-(thieno[3,2-d]pyrimidin-4-ylamino)-ethyl]-thiazol-2-yl}-carbamic acid tert-butyl ester (compound 62.5). The reactants are ClC1=C(C(=CC2=C1C(OC(N2)=O)(C)C)Cl)OCCCCSC2=CC=CC=C2 (5,7-dichloro-6-(4-phenylmercapto-butoxy)-4,4-dimethyl-4H-3,1-benzoxazin-2-one), OO (hydrogen peroxide). Yields the product ClC1=C(C(=CC2=C1C(OC(N2)=O)(C)C)Cl)OCCCCS(=O)C2=CC=CC=C2 (5,7-Dichloro-6-(4-phenylsulfinyl-butoxy)-4,4-dimethyl-4H-3,1-benzoxazin-2-one). Reaction SMILES: [Cl:1][C:2]1[C:7]2[C:8]([CH3:14])([CH3:13])[O:9][C:10](=[O:12])[NH:11][C:6]=2[CH:5]=[C:4]([Cl:15])[C:3]=1[O:16][CH2:17][CH2:18][CH2:19][CH2:20][S:21][C:22]1[CH:27]=[CH:26][CH:25]=[CH:24][CH:23]=1.[OH:28]O>>[Cl:1][C:2]1[C:7]2[C:8]([CH3:13])([CH3:14])[O:9][C:10](=[O:12])[NH:11][C:6]=2[CH:5]=[C:4]([Cl:15])[C:3]=1[O:16][CH2:17][CH2:18][CH2:19][CH2:20][S:21]([C:22]1[CH:23]=[CH:24][CH:25]=[CH:26][CH:27]=1)=[O:28]. Procedure: Prepared analogously to Example 2 from 5,7-dichloro-6-(4-phenylmercapto-butoxy)-4,4-dimethyl-4H-3,1-benzoxazin-2-one and hydrogen peroxide. Starting materials: OO (H2O2), C(=O)(C(F)(F)F)OC(=O)C(F)(F)F (TFAA), CN(CCNC=1N=[N+](C2=C(N1)C=CC=1CCCCC12)[O-])C (N1,N1-Dimethyl-N2-(1-oxido-7,8,9,10-tetrahydronaphtho[2,1-e][1,2,4]triazin-3-yl)-1,2-ethanediamine), C(=O)(C(F)(F)F)O (TFA). Run in N (NH3), C(Cl)Cl (DCM), C(Cl)Cl (DCM). Reaction conditions: temperature 0 celsius, time 5 minute. Yields the product [O-][N+]1=NC(=[N+](C2=C1C=1CCCCC1C=C2)[O-])NCCN(C)C (N1-(1,4-Dioxido-7,8,9,10-tetrahydronaphtho[2,1-e][1,2,4]triazin-3-yl)-N2,N2-dimethyl-1,2-ethanediamine). Isolated yield 62.6%. RXN SMILES: OO.C(OC(C(F)(F)F)=O)(C(F)(F)F)=[O:4].[CH3:16][N:17]([CH3:36])[CH2:18][CH2:19][NH:20][C:21]1[N:22]=[N+:23]([O-:35])[C:24]2[C:34]3[CH2:33][CH2:32][CH2:31][CH2:30][C:29]=3[CH:28]=[CH:27][C:25]=2[N:26]=1.C(O)(C(F)(F)F)=O>C(Cl)Cl.N>[O-:35][N+:23]1[C:24]2[C:34]3[CH2:33][CH2:32][CH2:31][CH2:30][C:29]=3[CH:28]=[CH:27][C:25]=2[N+:26]([O-:4])=[C:21]([NH:20][CH2:19][CH2:18][N:17]([CH3:36])[CH3:16])[N:22]=1. Procedure: H2O2 (70%, 0.12 mL, ca. 2.4 mmol) was added dropwise to a stirred solution of TFAA (0.34 mL, 2.4 mmol) in DCM (10 mL) at 0° C. The solution was stirred at 0° C. for 5 min, warmed to 20° C. for 10 min, then cooled to 0° C. and added to a stirred solution of 1-oxide 172 (70 mg, 0.2 mmol) and TFA (95 μL, 1.2 mmol) in DCM (10 mL) at 0° C. The solution was stirred at 20° C. for 6 h, diluted with dilute aqueous NH3 solution (10 mL) and extracted with CHCl3 (4×50 mL). The combined organic fraction was ... Reactants: O=C1C2=C(N=C(N1)CNCC1=CC=C(S1)C#N)CCOC2 (5-(((4-oxo-4,5,7,8-tetrahydro-3H-pyrano[4,3-d]pyrimidin-2-yl)methylamino)methyl)thiophene-2-carbonitrile), FC1=CC=C(C(=O)C2CCN(CC2)CC(=O)O)C=C1 (2-(4-(4-fluorobenzoyl)piperidin-1-yl)acetic acid), CC#N.O (CH3CN H2O). The product is C(#N)C1=CC=C(S1)CN(C(CN1CCC(CC1)C(C1=CC=C(C=C1)F)=O)=O)CC=1NC(C2=C(N1)CCOC2)=O (N-(5-Cyano-thiophen-2-ylmethyl)-2-[4-(4-fluoro-benzoyl)-piperidin-1-yl]-N-(4-oxo-3,5,7,8-tetrahydro-4H-pyrano[4,3-d]pyrimidin-2-ylmethyl)-acetamide). Run in C(=O)O (formic acid). Reaction SMILES: [O:1]=[C:2]1[NH:7][C:6]([CH2:8][NH:9][CH2:10][C:11]2[S:15][C:14]([C:16]#[N:17])=[CH:13][CH:12]=2)=[N:5][C:4]2[CH2:18][CH2:19][O:20][CH2:21][C:3]1=2.[F:22][C:23]1[CH:40]=[CH:39][C:26]([C:27]([CH:29]2[CH2:34][CH2:33][N:32]([CH2:35][C:36](O)=[O:37])[CH2:31][CH2:30]2)=[O:28])=[CH:25][CH:24]=1.CC#N.O>C(O)=O>[C:16]([C:14]1[S:15][C:11]([CH2:10][N:9]([CH2:8][C:6]2[NH:7][C:2](=[O:1])[C:3]3[CH2:21][O:20][CH2:19][CH2:18][C:4]=3[N:5]=2)[C:36](=[O:37])[CH2:35][N:32]2[CH2:33][CH2:34][CH:29]([C:27](=[O:28])[C:26]3[CH:25]=[CH:24][C:23]([F:22])=[CH:40][CH:39]=3)[CH2:30][CH2:31]2)=[CH:12][CH:13]=1)#[N:17] |f:2.3|. Procedure details: Following general procedure of Example 5, the title compound was prepared (0.01 g) from 5-(((4-oxo-4,5,7,8-tetrahydro-3H-pyrano[4,3-d]pyrimidin-2-yl)methylamino)methyl)thiophene-2-carbonitrile and 2-(4-(4-fluorobenzoyl)piperidin-1-yl)acetic acid. 1H NMR (400 MHz, MeOD) δ ppm 8.03-8.18 (m, 2H), 7.50-7.79 (m, 1H), 7.21-7.34 (m, 2H), 7.01-7.14 (m, 1H), 4.81-4.89 (m, 2H), 4.51-4.62 (m, 2H), 4.33-4.49 (m, 4H), 3.85-4.04 (m, 2H), 3.67-3.82 (m, 2H), 3.38-3.65 (m, 1H), 3.08-3.28 (m, 2H), 2.46-2.68 (m, 2... The reactants are intermediate 27, BrCCC1=COC2=C1C=CC=C2 (3-(2-bromoethyl)benzofuran), [C-]#N.[Na+] (NaCN). Yields the product O1C=C(C2=C1C=CC=C2)C(C#N)C (3-Benzofuran-3-yl-propionitrile). RXN SMILES: Br[CH2:2][CH2:3][C:4]1[C:8]2[CH:9]=[CH:10][CH:11]=[CH:12][C:7]=2[O:6][CH:5]=1.[C-:13]#[N:14].[Na+]>>[O:6]1[C:7]2[CH:12]=[CH:11][CH:10]=[CH:9][C:8]=2[C:4]([CH:3]([CH3:2])[C:13]#[N:14])=[CH:5]1 |f:1.2|. Procedure details: This compound was prepared by the same method as for intermediate 27, using 1.98 g (8.8 mmol) of 3-(2-bromoethyl)benzofuran and 0.86 g (17.6 mmol) of NaCN, to afford 1.5 g (quant.) of the title compound: MS (ESI) m/z 171 [M]+.